From a dataset of the Open Reaction Database (ORD), a public repository of structured organic reaction records. describe an organic reaction: reactants, conditions, products, and yield Starting materials: CCNCC, Cl, CS(=O)(=O)c1ccc(F)c(C(=O)O)c1, O. The product is CCN(CC)c1ccc(S(C)(=O)=O)cc1C(=O)O. RXN SMILES: [CH2:16]([CH3:17])[NH:18][CH2:19][CH3:20].[ClH:15].[F:1][c:2]1[c:3]([C:4](=[O:5])[OH:6])[cH:7][c:8]([S:11](=[O:12])(=[O:13])[CH3:14])[cH:9][cH:10]1.[OH2:21]>>[c:2]1([N:18]([CH2:16][CH3:17])[CH2:19][CH3:20])[c:3]([C:4](=[O:5])[OH:6])[cH:7][c:8]([S:11](=[O:12])(=[O:13])[CH3:14])[cH:9][cH:10]1. Reactants: NC=1C(N(C(N(C1N)CC)=O)CC)=O (5,6-diamino-1,3-diethyluracil), CC1=C(C=CC(=O)O)C=C(C=C1)C (2,5-dimethylcinnamic acid). Product: CC1=C(/C=C/C2=NC=3N(C(N(C(C3N2)=O)CC)=O)CC)C=C(C=C1)C ((E)-8-(2,5-Dimethylstyryl)-1,3-diethylxanthine). RXN SMILES: [NH2:1][C:2]1[C:3](=[O:14])[N:4]([CH2:12][CH3:13])[C:5](=[O:11])[N:6]([CH2:9][CH3:10])[C:7]=1[NH2:8].[CH3:15][C:16]1[CH:26]=[CH:25][C:24]([CH3:27])=[CH:23][C:17]=1[CH:18]=[CH:19][C:20](O)=O>>[CH3:15][C:16]1[CH:26]=[CH:25][C:24]([CH3:27])=[CH:23][C:17]=1/[CH:18]=[CH:19]/[C:20]1[NH:1][C:2]2[C:3](=[O:14])[N:4]([CH2:12][CH3:13])[C:5](=[O:11])[N:6]([CH2:9][CH3:10])[C:7]=2[N:8]=1. Procedure: Substantially the same procedure as in Example 7 was repeated using 3.00 g (15.1 mmol) of 5,6-diamino-1,3-diethyluracil and 3.20 g (18.2 mmol) of 2,5-dimethylcinnamic acid. Then, the resultant crude crystals were recrystallized from ethanol/toluene to give 2.56 g (yield of Compound 96 as white needles.